This data is from the Open Reaction Database (ORD), a public repository of structured organic reaction records. The task is: describe an organic reaction: reactants, conditions, products, and yield Starting materials: CC(=O)NC(CNC(=O)C1CCCN(C(=O)OC(C)(C)C)C1)C(=O)OCc1ccccc1, CCOC(C)=O, Cl. The product is CC(=O)NC(CNC(=O)C1CCCNC1)C(=O)OCc1ccccc1, Cl. Reaction SMILES: [CH2:1]([c:2]1[cH:3][cH:4][cH:5][cH:6][cH:7]1)[O:8][C:9]([CH:10]([CH2:11][NH:12][C:13](=[O:14])[CH:15]1[CH2:16][N:17]([C:21]([O:22][C:23]([CH3:24])([CH3:25])[CH3:26])=[O:27])[CH2:18][CH2:19][CH2:20]1)[NH:28][C:29]([CH3:30])=[O:31])=[O:32].[CH3:34][CH2:35][O:36][C:37](=[O:38])[CH3:39].[ClH:33]>>[CH2:1]([c:2]1[cH:3][cH:4][cH:5][cH:6][cH:7]1)[O:8][C:9]([CH:10]([CH2:11][NH:12][C:13](=[O:14])[CH:15]1[CH2:16][NH:17][CH2:18][CH2:19][CH2:20]1)[NH:28][C:29]([CH3:30])=[O:31])=[O:32].[ClH:33]. The product is CCOC(=O)COc1nc(C)c([N+](=O)[O-])c(C)n1. RXN SMILES: [Br:19][CH2:20][C:21](=[O:22])[O:23][CH2:24][CH3:25].[C:13](=[O:14])([O-:15])[O-:16].[CH3:1][c:2]1[n:3][c:4]([OH:12])[n:5][c:6]([CH3:11])[c:7]1[N+:8](=[O:9])[O-:10].[CH3:26][C:27](=[O:28])[CH3:29].[K+:17].[K+:18]>>[CH3:1][c:2]1[n:3][c:4]([O:12][CH2:20][C:21](=[O:22])[O:23][CH2:24][CH3:25])[n:5][c:6]([CH3:11])[c:7]1[N+:8](=[O:9])[O-:10]. The reactants are CCOC(=O)CBr, O=C([O-])[O-], Cc1nc(O)nc(C)c1[N+](=O)[O-], CC(C)=O, [K+], [K+]. Yield: 60.0%. Reactants: BrC=1C=C(C=CC1)C=1C(NC2=CC(=C(C=C2C1O)[N+](=O)[O-])Cl)=O (3-(3-bromophenyl)-7-chloro-4-hydroxy-6-nitro-1H-quinolin-2-one), C(C)(C)(C)OC(=O)N1C(CCCC1)CCO (2-(2-hydroxyethyl)-piperidine-1-carboxylic acid tert-butyl ester), C1(=CC=CC=C1)P(C1=CC=CC=C1)C1=CC=CC=C1 (triphenylphosphine), N(=NC(=O)OCC)C(=O)OCC (diethyl azodicarboxylate). Conditions: time 20 hour. Procedure details: To a solution of 3-(3-bromophenyl)-7-chloro-4-hydroxy-6-nitro-1H-quinolin-2-one (100 mg in 4.0 mL of tetrahydrofuran) at 0° C. was added 64 mg of 2-(2-hydroxyethyl)-piperidine-1-carboxylic acid tert-butyl ester and 93 mg of triphenylphosphine followed by 0.050 mL of diethyl azodicarboxylate and the mixture warmed to room temperature. After 20 hours, the solvents were removed in vacuo and the residue purified by flash chromatography on silica gel (hexane:ethylacetate, 2:1) to give the title compo... Yields the product C(C)(C)(C)OC(=O)N1C(CCCC1)CCOC1=C(C(NC2=CC(=C(C=C12)[N+](=O)[O-])Cl)=O)C1=CC(=CC=C1)Br (2-{2-[3-(3-bromophenyl)-7-chloro-6-nitro-2-oxo-1,2-dihydroquinolin-4-yloxy]-ethyl}-piperidine-1-carboxylic acid tert-butyl ester). RXN SMILES: [Br:1][C:2]1[CH:3]=[C:4]([C:8]2[C:9](=[O:23])[NH:10][C:11]3[C:16]([C:17]=2[OH:18])=[CH:15][C:14]([N+:19]([O-:21])=[O:20])=[C:13]([Cl:22])[CH:12]=3)[CH:5]=[CH:6][CH:7]=1.[C:24]([O:28][C:29]([N:31]1[CH2:36][CH2:35][CH2:34][CH2:33][CH:32]1[CH2:37][CH2:38]O)=[O:30])([CH3:27])([CH3:26])[CH3:25].C1(P(C2C=CC=CC=2)C2C=CC=CC=2)C=CC=CC=1.N(C(OCC)=O)=NC(OCC)=O>>[C:24]([O:28][C:29]([N:31]1[CH2:36][CH2:35][CH2:34][CH2:33][CH:32]1[CH2:37][CH2:38][O:18][C:17]1[C:16]2[C:11](=[CH:12][C:13]([Cl:22])=[C:14]([N+:19]([O-:21])=[O:20])[CH:15]=2)[NH:10][C:9](=[O:23])[C:8]=1[C:4]1[CH:5]=[CH:6][CH:7]=[C:2]([Br:1])[CH:3]=1)=[O:30])([CH3:27])([CH3:26])[CH3:25]. The reactants are ClC1=CC=C(C=C1)N=C=O (4-chlorophenyl isocyanate), COC=1C=C2C(=NC=NC2=CC1OC)NC=1SC2=C(N1)C=CC(=C2)N (N2-(6,7-dimethoxyquinazolin-4-yl)benzothiazole-2,6-diamine), ClCCl (dichloromethane). The solvent is CO (methanol). Yields the product ClC1=CC=C(C=C1)NC(=O)NC1=CC2=C(N=C(S2)NC2=NC=NC3=CC(=C(C=C23)OC)OC)C=C1 (1-(4-Chlorophenyl)-3-[2-(6,7-dimethoxyquinazolin-4-ylamino)benzothiazol-6-yl]urea), solid. Isolated yield 59.3%. As a reaction SMILES: [Cl:1][C:2]1[CH:7]=[CH:6][C:5]([N:8]=[C:9]=[O:10])=[CH:4][CH:3]=1.[CH3:11][O:12][C:13]1[CH:14]=[C:15]2[C:20](=[CH:21][C:22]=1[O:23][CH3:24])[N:19]=[CH:18][N:17]=[C:16]2[NH:25][C:26]1[S:27][C:28]2[CH:34]=[C:33]([NH2:35])[CH:32]=[CH:31][C:29]=2[N:30]=1.ClCCl>CO>[Cl:1][C:2]1[CH:7]=[CH:6][C:5]([NH:8][C:9]([NH:35][C:33]2[CH:32]=[CH:31][C:29]3[N:30]=[C:26]([NH:25][C:16]4[C:15]5[C:20](=[CH:21][C:22]([O:23][CH3:24])=[C:13]([O:12][CH3:11])[CH:14]=5)[N:19]=[CH:18][N:17]=4)[S:27][C:28]=3[CH:34]=2)=[O:10])=[CH:4][CH:3]=1. Procedure: 1-(4-Chlorophenyl)-3-[2-(6,7-dimethoxyquinazolin-4-ylamino)benzothiazol-6-yl]urea was prepared from 4-chlorophenyl isocyanate (17.4 mg, 0.113 mmol) and N2-(6,7-dimethoxyquinazolin-4-yl)benzothiazole-2,6-diamine (40 mg, 0.113 mmol) according to GP 3. Preparative TLC of the reaction mixture (dichloromethane:methanol=9:1) furnished a yellowish solid (33.9 mg, 67 μmol, 59%). LC/ESI-MS: m/z=507 [M(35Cl)+H]+; m/z=505 [M(35Cl)−H]−; R′, =3.50 min.